Task: describe an organic reaction: reactants, conditions, products, and yield. Dataset: the Open Reaction Database (ORD), a public repository of structured organic reaction records The reactants are C(C)OC(=O)C1=CC(=CO1)C(CBr)=O (5-Ethoxycarbonyl-3-(α-bromoacetyl)furan), C(C)OC=1C=C(C(=S)N)C=CC1OCC (3,4- diethoxythiobenzamide). The product is C(C)OC=1C=C(C=CC1OCC)C=1SC=C(N1)C1=COC(=C1)C(=O)O (2-(3,4-diethoxyphenyl)-4-(5-carboxy-3-furyl)thiazole). Reaction SMILES: C([O:3][C:4]([C:6]1[O:10][CH:9]=[C:8]([C:11](=O)[CH2:12]Br)[CH:7]=1)=[O:5])C.[CH2:15]([O:17][C:18]1[CH:19]=[C:20]([CH:24]=[CH:25][C:26]=1[O:27][CH2:28][CH3:29])[C:21]([NH2:23])=[S:22])[CH3:16]>>[CH2:15]([O:17][C:18]1[CH:19]=[C:20]([C:21]2[S:22][CH:12]=[C:11]([C:8]3[CH:7]=[C:6]([C:4]([OH:3])=[O:5])[O:10][CH:9]=3)[N:23]=2)[CH:24]=[CH:25][C:26]=1[O:27][CH2:28][CH3:29])[CH3:16]. Procedure: 5-Ethoxycarbonyl-3-(α-bromoacetyl)furan and 3,4- diethoxythiobenzamide were subjected to the same reaction as in Example 1 and then to the same hydrolysis as in Example 147 to obtain 2-(3,4-diethoxyphenyl)-4-(5-carboxy-3-furyl)thiazole. The reactants are C(O)([O-])=O.[K+] (potassium hydrogen carbonate), C[C@@H](CN)[C@H](CCC=C(C)C)C (2(R),3(S),7-trimethyl-1-amino-6-octene), ClC(=O)OCC1=CC=CC=C1 (benzyl chloroformate). Solvent: O (water), O1CCOCC1 (dioxane), O1CCOCC1 (dioxane). Conditions: time 8 hour. The product is C[C@@H](CNC(=O)OCC1=CC=CC=C1)[C@H](CCC=C(C)C)C (2(R),3(S),7-Trimethyl-1-benzyloxycarbonylamino-6-octene). Yield: 88.7%. As a reaction SMILES: [CH3:1][C@H:2]([C@@H:5]([CH3:12])[CH2:6][CH2:7][CH:8]=[C:9]([CH3:11])[CH3:10])[CH2:3][NH2:4].Cl[C:14]([O:16][CH2:17][C:18]1[CH:23]=[CH:22][CH:21]=[CH:20][CH:19]=1)=[O:15].C(=O)([O-])O.[K+]>O1CCOCC1.O>[CH3:1][C@H:2]([C@@H:5]([CH3:12])[CH2:6][CH2:7][CH:8]=[C:9]([CH3:10])[CH3:11])[CH2:3][NH:4][C:14]([O:16][CH2:17][C:18]1[CH:23]=[CH:22][CH:21]=[CH:20][CH:19]=1)=[O:15] |f:2.3|. Reported procedure: Separate solutions of 2(R),3(S),7-trimethyl-1-amino-6-octene (0.87 g, 5.2 mmol) in 8 mL of dioxane, and benzyl chloroformate (0.86 mL, ~6 mmol) in 8 mL of dioxane were added dropwise simultaneously to a stirred solution of 1.05 g (10.5 mmol) of potassium hydrogen carbonate in 20 mL of water at 0° C. After the additions, the mixture was stirred 8 hrs at room temperature. Most of the volatile solvents were removed in vacuo. The remaining reaction mixture was extracted with ethyl acetate. The combi... Reactants: CO, [Li+], CC(C)(C)OC(=O)N1C(c2ccc(OCc3ccccc3)cc2)CCC1(C)C(N)=O, [OH-], O. Product: CC(C)(C)OC(=O)N1C(c2ccc(OCc3ccccc3)cc2)CCC1(C)C(=O)O. RXN SMILES: [CH3:34][OH:35].[Li+:32].[NH2:1][C:2](=[O:3])[C:4]1([CH3:30])[N:5]([C:23](=[O:24])[O:25][C:26]([CH3:27])([CH3:28])[CH3:29])[CH:6]([c:9]2[cH:10][cH:11][c:12]([O:15][CH2:16][c:17]3[cH:18][cH:19][cH:20][cH:21][cH:22]3)[cH:13][cH:14]2)[CH2:7][CH2:8]1.[OH-:31].[OH2:33]>>[C:2](=[O:3])([C:4]1([CH3:30])[N:5]([C:23](=[O:24])[O:25][C:26]([CH3:27])([CH3:28])[CH3:29])[CH:6]([c:9]2[cH:10][cH:11][c:12]([O:15][CH2:16][c:17]3[cH:18][cH:19][cH:20][cH:21][cH:22]3)[cH:13][cH:14]2)[CH2:7][CH2:8]1)[OH:31]. The reactants are [H-].[Na+] (sodium hydride), FC=1C=C(C=CC1)CC#N (3-fluorophenylacetonitrile), BrCCCBr (1,3-dibromopropane), amine, C(C)(C)O (isopropanol). The solvent is CS(=O)C (dimethyl sulfoxide), CCOCC (ether), O (water). Run at temperature 0 celsius, time 8 hour. Yields the product FC=1C=C(C=CC1)C1(CCC1)C#N (1-(3-fluorophenyl)cyclobutanecarbonitrile). Yield: 57.2%. As a reaction SMILES: [H-].[Na+].[F:3][C:4]1[CH:5]=[C:6]([CH2:10][C:11]#[N:12])[CH:7]=[CH:8][CH:9]=1.Br[CH2:14][CH2:15][CH2:16]Br.C(O)(C)C>CS(C)=O.CCOCC.O>[F:3][C:4]1[CH:5]=[C:6]([C:10]2([C:11]#[N:12])[CH2:16][CH2:15][CH2:14]2)[CH:7]=[CH:8][CH:9]=1 |f:0.1|. Procedure details: CHART B, Preparation of the amine used in Chart B, Step B-2. A stirred suspension of freshly washed and dried sodium hydride (50% by wt, 9.59 g, 200 mmol) in dry dimethyl sulfoxide (75 mL) under N2 is cooled to 0° C. A mixture of 3-fluorophenylacetonitrile (8.6 mL, 74.0 mmol) and 1,3-dibromopropane (8.3 mL, 81.4 mmol) in ether (40 mL) is then added dropwise over 35 minutes, via cannula. The resulting orange-red mixture is allowed to stir at 20°-25° C. overnight. The thick reaction mixture is coo... Starting materials: CC(C)(C)OC(=O)N1CCC(=O)CC1, CC(=O)O[BH-](OC(C)=O)OC(C)=O, CC(=O)O, ClCCCl, Nc1ccccc1C(F)(F)F, [Na+]. Product: CC(C)(C)OC(=O)N1CCC(Nc2ccccc2C(F)(F)F)CC1. As a reaction SMILES: [C:1]([CH3:2])([CH3:3])([CH3:4])[O:5][C:6](=[O:7])[N:8]1[CH2:9][CH2:10][C:11](=[O:14])[CH2:12][CH2:13]1.[C:30]([O:31][BH-:32]([O:33][C:34](=[O:35])[CH3:36])[O:37][C:38](=[O:39])[CH3:40])(=[O:41])[CH3:42].[CH3:26][C:27](=[O:28])[OH:29].[Cl:44][CH2:45][CH2:46][Cl:47].[F:15][C:16]([c:17]1[c:18]([NH2:19])[cH:20][cH:21][cH:22][cH:23]1)([F:24])[F:25].[Na+:43]>>[C:1]([CH3:2])([CH3:3])([CH3:4])[O:5][C:6](=[O:7])[N:8]1[CH2:9][CH2:10][CH:11]([NH:19][c:18]2[c:17]([C:16]([F:15])([F:24])[F:25])[cH:23][cH:22][cH:21][cH:20]2)[CH2:12][CH2:13]1. Starting materials: COc1cccc(-c2nc3cc(NC(=O)OC(C)(C)C)ccn3n2)c1, ClCCl, Cl, C1COCCO1. The product is COc1cccc(-c2nc3cc(N)ccn3n2)c1. As a reaction SMILES: [C:1]([O:2][C:3](=[O:4])[NH:7][c:8]1[cH:9][c:10]2[n:11]([cH:12][cH:13]1)[n:14][c:15](-[c:17]1[cH:18][c:19]([O:23][CH3:24])[cH:20][cH:21][cH:22]1)[n:16]2)([CH3:5])([CH3:6])[CH3:25].[Cl:27][CH2:28][Cl:29].[ClH:26].[O:30]1[CH2:31][CH2:32][O:33][CH2:34][CH2:35]1>>[NH2:7][c:8]1[cH:9][c:10]2[n:11]([cH:12][cH:13]1)[n:14][c:15](-[c:17]1[cH:18][c:19]([O:23][CH3:24])[cH:20][cH:21][cH:22]1)[n:16]2. Starting materials: COC1=CC=CC=2[C@H]3CCN([C@H]3CCC21)CCN2CCCCC2 (rac-cis-2,3,3a,4,5,9b-hexahydro-6-methoxy-3-(2-piperidinoethyl)-1H-benzo[e]indole), Cl (HCl). The solvent is Br (HBr). Conditions: time 1 hour. Yields the product Cl.Cl.N1(CCCCC1)CCN1CC[C@@H]2C3=C(CC[C@H]12)C(=CC=C3)O (rac-cis-2,3,3a,4,5,9b-hexahydro-3-(2 -piperidinoethyl)-1H-benzo[e]indol-6-ol dihydrochloride). Isolated yield 95.2%. RXN SMILES: C[O:2][C:3]1[C:15]2[CH2:14][CH2:13][C@H:12]3[C@H:8]([CH2:9][CH2:10][N:11]3[CH2:16][CH2:17][N:18]3[CH2:23][CH2:22][CH2:21][CH2:20][CH2:19]3)[C:7]=2[CH:6]=[CH:5][CH:4]=1.[ClH:24]>Br>[ClH:24].[ClH:24].[N:18]1([CH2:17][CH2:16][N:11]2[C@@H:12]3[C@@H:8]([C:7]4[CH:6]=[CH:5][CH:4]=[C:3]([OH:2])[C:15]=4[CH2:14][CH2:13]3)[CH2:9][CH2:10]2)[CH2:23][CH2:22][CH2:21][CH2:20][CH2:19]1 |f:3.4.5|. Reported procedure: 3.8 g (0.0121 mol) of rac-cis-2,3,3a,4,5,9b-hexahydro-6-methoxy-3-(2-piperidinoethyl)-1H-benzo[e]indole were dissolved in 0.351 of 48% aqueous HBr and boiled under reflux for 5 hours. The mixture was concentrated and the residue was taken up in CH2Cl2 and extracted with a mixture of 100 ml of saturated NaHCO3 solution and 20 ml of 2N NaOH solution. The extracts were dried with MgSO4, filtered and concentrated. The foam (3.8 g) remaining as the residue was dissolved in 50 ml of ethanol. The mixtu... Starting materials: COc1ccc(CC(=O)c2cc(OC)cc(OC)c2)cc1, CO, [H][H]. The product is COc1ccc(CC(O)c2cc(OC)cc(OC)c2)cc1. Reaction SMILES: [CH3:1][O:2][c:3]1[cH:4][c:5]([C:11]([CH2:12][c:13]2[cH:14][cH:15][c:16]([O:19][CH3:20])[cH:17][cH:18]2)=[O:21])[cH:6][c:7]([O:9][CH3:10])[cH:8]1.[CH3:24][OH:25].[H:22][H:23]>>[CH3:1][O:2][c:3]1[cH:4][c:5]([CH:11]([CH2:12][c:13]2[cH:14][cH:15][c:16]([O:19][CH3:20])[cH:17][cH:18]2)[OH:21])[cH:6][c:7]([O:9][CH3:10])[cH:8]1. Starting materials: O=C1C=CC(=CO1)C(=O)[O-] (6-oxo-6H-pyran-3-carboxylate), C1(CCCCC1)N (cyclohexylamine), CO (MeOH). The product is C1(CCCCC1)N1C=C(C=CC1=O)C(=O)OC (Methyl 1-cyclohexyl-6-oxo-1,6-dihydropyridine-3-carboxylate). The yield is 26.0%. RXN SMILES: O=[C:2]1[O:7][CH:6]=[C:5]([C:8]([O-:10])=[O:9])[CH:4]=[CH:3]1.[CH:11]1([NH2:17])[CH2:16][CH2:15][CH2:14][CH2:13][CH2:12]1.[CH3:18]O>>[CH:11]1([N:17]2[C:2](=[O:7])[CH:3]=[CH:4][C:5]([C:8]([O:10][CH3:18])=[O:9])=[CH:6]2)[CH2:16][CH2:15][CH2:14][CH2:13][CH2:12]1. Procedure: To a solution of 6-oxo-6H-pyran-3-carboxylate (1.14 g, 7.4 mmol, Aldrich) and 20 mL of MeOH was added cyclohexylamine (2.50 mL, 21.9 mmol, Aldrich). The solution was stirred at reflux for 16 hours, then concentrated in vacuo. The crude material was chromatographed through a Redi-Sep® pre-packed silica gel column (12 g), eluting with 5% to 20% EtOAc:hexane to give 460 mg (26%) of the title compound as a dark yellow oil. MS m/z: 236.4(M+1).